Dataset: the Open Reaction Database (ORD), a public repository of structured organic reaction records. Task: describe an organic reaction: reactants, conditions, products, and yield Reactants: C(C(=O)Cl)(=O)Cl (oxalyl chloride), C(C)#N (acetonitrile), starting material, Cl.CN(C/C=C/C(=O)O)C (4-dimethylaminocrotonic acid hydrochloride), C(C(=O)Cl)(=O)Cl (oxalyl chloride), C(C(=O)OC)(=O)OC (dimethyl oxalate). Run in CN(C=O)C (dimethylformamide). Yields the product Cl.CN(CC=CC(=O)Cl)C (4-(Dimethylamino)-2-butenoyl chloride hydrochloride). Reaction SMILES: C(#N)C.[ClH:4].[CH3:5][N:6]([CH3:13])[CH2:7]/[CH:8]=[CH:9]/[C:10](O)=[O:11].C(Cl)(=O)C([Cl:17])=O.C(OC)(=O)C(OC)=O>CN(C)C=O>[ClH:17].[CH3:5][N:6]([CH3:13])[CH2:7][CH:8]=[CH:9][C:10]([Cl:4])=[O:11] |f:1.2,6.7|. Reported procedure: A 1 L multi-neck flask equipped with agitator, thermometer, addition funnel, and nitrogen protection is charged with acetonitrile (0.67 kg, 0.85 L) followed by adding dimethylformamide (0.00086 kg, 0.91 mL, d=0.944 g/mL). At ambient temperature, is added 4-dimethylaminocrotonic acid hydrochloride (0.0709 kg) and the mixture stirred until homogeneous. Cool the reaction mixture to (0–10° C.) and add oxalyl chloride (0.0473 kg, 0.0325 L, d=1.45 g/mL) dropwise over (20 minutes) at (0–10° C.) followe... Reactants: CC1=NC(=NC(=C1C(C(=O)OC)CCC)C=1C=CC2=C(OCCN2C)C1)C1=CC=CC=C1 (methyl 2-(4-methyl-6-(4-methyl-3,4-dihydro-2H-benzo[b][1,4]oxazin-7-yl)-2-phenylpyrimidin-5-yl)pentanoate), [OH-].[Na+] (sodium hydroxide). Solvent: CO (methanol). Yields the product CC1=NC(=NC(=C1C(C(=O)O)CCC)C=1C=CC2=C(OCCN2C)C1)C1=CC=CC=C1 (2-(4-methyl-6-(4-methyl-3,4-dihydro-2H-benzo[b][1,4]oxazin-7-yl)-2-phenylpyrimidin-5-yl)pentanoic acid). The yield is 81.2%. Reaction SMILES: [CH3:1][C:2]1[C:7]([CH:8]([CH2:13][CH2:14][CH3:15])[C:9]([O:11]C)=[O:10])=[C:6]([C:16]2[CH:17]=[CH:18][C:19]3[N:24]([CH3:25])[CH2:23][CH2:22][O:21][C:20]=3[CH:26]=2)[N:5]=[C:4]([C:27]2[CH:32]=[CH:31][CH:30]=[CH:29][CH:28]=2)[N:3]=1.[OH-].[Na+]>CO>[CH3:1][C:2]1[C:7]([CH:8]([CH2:13][CH2:14][CH3:15])[C:9]([OH:11])=[O:10])=[C:6]([C:16]2[CH:17]=[CH:18][C:19]3[N:24]([CH3:25])[CH2:23][CH2:22][O:21][C:20]=3[CH:26]=2)[N:5]=[C:4]([C:27]2[CH:32]=[CH:31][CH:30]=[CH:29][CH:28]=2)[N:3]=1 |f:1.2|. Procedure: This compound was prepared according to general method D from methyl 2-(4-methyl-6-(4-methyl-3,4-dihydro-2H-benzo[b][1,4]oxazin-7-yl)-2-phenylpyrimidin-5-yl)pentanoate (0.075 g; 0.174 mmol), sodium hydroxide 10N (0.174 mL; 1.74 mmol) in methanol (1.7 mL) to afford 0.059 g (80%) of the title compound as a white solid.